Dataset: the Open Reaction Database (ORD), a public repository of structured organic reaction records. Task: describe an organic reaction: reactants, conditions, products, and yield Reactants: BrC1=CC=C(CN2C(=C(C3=CC(=CC=C23)OC)CCCC(=O)O)C)C=C1 (4-(1-(4-Bromobenzyl)-5-methoxy-2-methyl-1H-indol-3-yl)butanoic acid), O (water), C(C(=O)Cl)(=O)Cl (oxalyl chloride), NC1=NC=CC=C1 (2-amino pyridine). Reagents/catalysts: CN(C)C=O (DMF). The solvent is C(Cl)Cl (CH2Cl2). Reaction conditions: temperature 0 celsius, time 15 minute. The product is BrC1=CC=C(CN2C(=C(C3=CC(=CC=C23)OC)CCCC(=O)NC2=NC=CC=C2)C)C=C1 (4-(1-(4-Bromobenzyl)-5-methoxy-2-methyl-1H-indol-3-yl)-N-(2-pyridyl)butanamide). Isolated yield 21.4%. As a reaction SMILES: [Br:1][C:2]1[CH:26]=[CH:25][C:5]([CH2:6][N:7]2[C:15]3[C:10](=[CH:11][C:12]([O:16][CH3:17])=[CH:13][CH:14]=3)[C:9]([CH2:18][CH2:19][CH2:20][C:21](O)=[O:22])=[C:8]2[CH3:24])=[CH:4][CH:3]=1.C(Cl)(=O)C(Cl)=O.[NH2:33][C:34]1[CH:39]=[CH:38][CH:37]=[CH:36][N:35]=1.O>C(Cl)Cl.CN(C=O)C>[Br:1][C:2]1[CH:26]=[CH:25][C:5]([CH2:6][N:7]2[C:15]3[C:10](=[CH:11][C:12]([O:16][CH3:17])=[CH:13][CH:14]=3)[C:9]([CH2:18][CH2:19][CH2:20][C:21]([NH:33][C:34]3[CH:39]=[CH:38][CH:37]=[CH:36][N:35]=3)=[O:22])=[C:8]2[CH3:24])=[CH:4][CH:3]=1. Reported procedure: To the acid of Example 4, (400 mg, 0.96 mmol) in 30 mL CH2Cl2 at 0° C. was added a few drops of DMF followed by oxalyl chloride (100 μL, 1.15 mmol, dropwise). The reaction was stirred 15 min at 0° C., and then 2-amino pyridine (306 mg, 3.26 mmol) was added. The reaction mixture was stirred overnight at r.t., poured into water and extracted with ethyl acetate. The organic layer was washed with brine, dried over MgSO4 and evaporated in vacuo. Purification by flash chromatography (20%, ethyl acetat... Reactants: C(C1=CC=CC=C1)O[C@H]1[C@@H](O[C@@H]2[C@H](N(C[C@H]2OCC2=CC=CC=C2)C(=O)OCC2=CC=CC=C2)COCC2=CC=CC=C2)O[C@@H]([C@H]([C@@H]1OCC1=CC=CC=C1)O[C@H]1[C@H](O)[C@@H](O)[C@H](O[C@H]2[C@H](O)[C@@H](O)[C@H](O)[C@H](O2)CO)[C@H](O1)CO)COCC1=CC=CC=C1 ((2R,3R,4R)-4-Benzyloxy-N-benzyloxycarbonyl-2-benzyloxymethyl-pyrrolidin-3-yl 2,3,6-tri-O-benzyl-4-O-{4-O-(β-D-glucopyranosyl)-β-D-glucopyranosyl}-α-D-glucopyranoside), Cl (hydrochloric acid). Reagents/catalysts: [OH-].[Pd+2].[OH-] (palladium hydroxide). Run in CO (methanol). Conditions: time 4 hour. Yields the product [C@@H]1([C@H](O)[C@@H](O)[C@H](O)[C@H](O1)CO)O[C@H]1[C@@H]([C@H]([C@@H](O[C@@H]1CO)O[C@H]1[C@@H]([C@H]([C@@H](O[C@@H]2[C@H](NC[C@H]2O)CO)O[C@@H]1CO)O)O)O)O ((2R,3R,4R)-4-Hydroxy-2-hydroxymethyl-pyrrolidin-3-yl 4-O-{4-O-(β-D-glucopyranosyl)-β-D-glucopyranosyl}-α-D-glucopyranoside). Isolated yield 19.2%. Reaction SMILES: C([O:8][C@@H:9]1[C@@H:47]([O:48]CC2C=CC=CC=2)[C@H:46]([O:56][C@@H:57]2[O:76][C@H:75]([CH2:77][OH:78])[C@@H:62]([O:63][C@@H:64]3[O:72][C@H:71]([CH2:73][OH:74])[C@@H:69]([OH:70])[C@H:67]([OH:68])[C@H:65]3[OH:66])[C@H:60]([OH:61])[C@H:58]2[OH:59])[C@@H:45]([CH2:79][O:80]CC2C=CC=CC=2)[O:44][C@@H:10]1[O:11][C@H:12]1[C@H:16]([O:17]CC2C=CC=CC=2)[CH2:15][N:14](C(OCC2C=CC=CC=2)=O)[C@@H:13]1[CH2:35][O:36]CC1C=CC=CC=1)C1C=CC=CC=1.Cl>CO.[OH-].[Pd+2].[OH-]>[C@@H:64]1([O:63][C@@H:62]2[C@@H:75]([CH2:77][OH:78])[O:76][C@@H:57]([O:56][C@@H:46]3[C@@H:45]([CH2:79][OH:80])[O:44][C@H:10]([O:11][C@H:12]4[C@H:16]([OH:17])[CH2:15][NH:14][C@@H:13]4[CH2:35][OH:36])[C@H:9]([OH:8])[C@H:47]3[OH:48])[C@H:58]([OH:59])[C@H:60]2[OH:61])[O:72][C@H:71]([CH2:73][OH:74])[C@@H:69]([OH:70])[C@H:67]([OH:68])[C@H:65]1[OH:66] |f:3.4.5|. Procedure details: The compound (100.7 mg, 0.084 mmol) synthesized in Example 19 (19f) was dissolved in methanol (10 mL) and 36% hydrochloric acid (280 μL) and palladium hydroxide (100 mg) were added thereto, followed by stirring of the mixture at room temperature under a hydrogen atmosphere for 4 hours. After celite filtration, 18% ammonia water (1 mL) was added thereto and the solvent was distilled off under reduced pressure. The residue was purified by ion exchange resin (Dowex 50w×8) column (water—1% ammonia w... Starting materials: O=C(CBr)c1cccc(OCc2ccccc2)c1, CCO, CC(C)N, Cl, O. The product is CC(C)NCC(=O)c1cccc(OCc2ccccc2)c1, Cl. RXN SMILES: [CH2:1]([c:2]1[cH:3][cH:4][cH:5][cH:6][cH:7]1)[O:8][c:9]1[cH:10][c:11]([C:12]([CH2:13][Br:14])=[O:15])[cH:16][cH:17][cH:18]1.[CH3:25][CH2:26][OH:27].[CH:19]([CH3:20])([CH3:21])[NH2:22].[ClH:23].[OH2:24]>>[CH2:1]([c:2]1[cH:3][cH:4][cH:5][cH:6][cH:7]1)[O:8][c:9]1[cH:10][c:11]([C:12]([CH2:13][NH:22][CH:19]([CH3:20])[CH3:21])=[O:15])[cH:16][cH:17][cH:18]1.[ClH:23]. Starting materials: CC(C)(C)OC(=O)N1CCC(c2ccc(OCCCOCc3ccccc3)cc2)C(OCc2ccc3cc(OCCN4CCOCC4)ccc3c2)C1, CO, Cl. Reaction SMILES: [CH2:1]([c:2]1[cH:3][cH:4][cH:5][cH:6][cH:7]1)[O:8][CH2:9][CH2:10][CH2:11][O:12][c:13]1[cH:14][cH:15][c:16]([CH:19]2[CH:20]([O:32][CH2:33][c:34]3[cH:35][c:36]4[cH:37][cH:38][c:39]([O:44][CH2:45][CH2:46][N:47]5[CH2:48][CH2:49][O:50][CH2:51][CH2:52]5)[cH:40][c:41]4[cH:42][cH:43]3)[CH2:21][N:22]([C:25]([O:26][C:27]([CH3:28])([CH3:29])[CH3:30])=[O:31])[CH2:23][CH2:24]2)[cH:17][cH:18]1.[CH3:54][OH:55].[ClH:53]>>[CH2:1]([c:2]1[cH:3][cH:4][cH:5][cH:6][cH:7]1)[O:8][CH2:9][CH2:10][CH2:11][O:12][c:13]1[cH:14][cH:15][c:16]([CH:19]2[CH:20]([O:32][CH2:33][c:34]3[cH:35][c:36]4[cH:37][cH:38][c:39]([O:44][CH2:45][CH2:46][N:47]5[CH2:48][CH2:49][O:50][CH2:51][CH2:52]5)[cH:40][c:41]4[cH:42][cH:43]3)[CH2:21][NH:22][CH2:23][CH2:24]2)[cH:17][cH:18]1.[ClH:53]. Yields the product c1ccc(COCCCOc2ccc(C3CCNCC3OCc3ccc4cc(OCCN5CCOCC5)ccc4c3)cc2)cc1, Cl. The reactants are [N+](=O)([O-])C1=C(C=C2N(CCC2)C)C=CC(=C1)[N+](=O)[O-] (2-(2,4-dinitrobenzylidene)-1-methylpyrrolidine). Reagents/catalysts: [Pt].[H][H] (platinum hydrogen). Solvent: C(C)O (ethanol). Yields the product NC1=C(CC2N(CCC2)C)C=CC(=C1)N (2-(2,4-diaminobenzyl)-1-methylpyrrolidine). Reaction SMILES: [N+:1]([C:4]1[CH:16]=[C:15]([N+:17]([O-])=O)[CH:14]=[CH:13][C:5]=1[CH:6]=[C:7]1[CH2:11][CH2:10][CH2:9][N:8]1[CH3:12])([O-])=O>C(O)C.[Pt].[H][H]>[NH2:1][C:4]1[CH:16]=[C:15]([NH2:17])[CH:14]=[CH:13][C:5]=1[CH2:6][CH:7]1[CH2:11][CH2:10][CH2:9][N:8]1[CH3:12] |f:2.3|. Procedure details: Hydrogenate 3.0 g of 2-(2,4-dinitrobenzylidene)-1-methylpyrrolidine in 50 ml of ethanol with platinum/hydrogen. Filter the catalyst from the hydrogenated product and concentrate the filtrate to obtain the title compound as a yellowish viscous oil which decomposes rapidly in contact with air and under light. Starting materials: C1CCOC1, CNC, O=C1CCC(c2ccccc2)O1. Product: CN(C)C(=O)CCC(O)c1ccccc1. As a reaction SMILES: [CH2:16]1[O:17][CH2:18][CH2:19][CH2:20]1.[CH3:13][NH:14][CH3:15].[c:1]1([CH:7]2[CH2:8][CH2:9][C:10](=[O:11])[O:12]2)[cH:2][cH:3][cH:4][cH:5][cH:6]1>>[c:1]1([CH:7]([CH2:8][CH2:9][C:10](=[O:11])[N:14]([CH3:13])[CH3:15])[OH:12])[cH:2][cH:3][cH:4][cH:5][cH:6]1.